From a dataset of the Open Reaction Database (ORD), a public repository of structured organic reaction records. describe an organic reaction: reactants, conditions, products, and yield The reactants are ClC1=CC=CC2=C1C(N1[C@H](C=3N2C=NC3C(=O)N3C=NC=C3)CCC1)=O (1-[[(S)-8-chloro-11,12,13,13a-tetrahydro-9-oxo-9H-imidazo[1,5-a]pyrrolo[ 2,1-c][1,4]benzodiazepin-1-yl]carbonyl]imidazole), C([O-])([O-])=O.[K+].[K+] (potassium carbonate), ClC1=C(C=CC=C1)O (2-chlorophenol), CN(C=O)C (dimethylformamide). The solvent is O (water). Reaction conditions: time 5 day. The product is ClC1=CC=CC2=C1C(N1[C@H](C=3N2C=NC3C(=O)OC3=C(C=CC=C3)Cl)CCC1)=O (o-chlorophenyl (S)-8-chloro-11,12,13,13a-tetrahydro-9-oxo-9H-imidazo[1,5-a]pyrrolo[2,1-c][1,4]benzodiazepine-1-carboxylate). As a reaction SMILES: [Cl:1][C:2]1[C:7]2[C:8](=[O:26])[N:9]3[CH2:25][CH2:24][CH2:23][C@H:10]3[C:11]3[N:12]([CH:13]=[N:14][C:15]=3[C:16](N3C=CN=C3)=[O:17])[C:6]=2[CH:5]=[CH:4][CH:3]=1.C(=O)([O-])[O-].[K+].[K+].[Cl:33][C:34]1[CH:39]=[CH:38][CH:37]=[CH:36][C:35]=1[OH:40].CN(C)C=O>O>[Cl:1][C:2]1[C:7]2[C:8](=[O:26])[N:9]3[CH2:25][CH2:24][CH2:23][C@H:10]3[C:11]3[N:12]([CH:13]=[N:14][C:15]=3[C:16]([O:40][C:35]3[CH:36]=[CH:37][CH:38]=[CH:39][C:34]=3[Cl:33])=[O:17])[C:6]=2[CH:5]=[CH:4][CH:3]=1 |f:1.2.3|. Reported procedure: A mixture of 3.0 g (8.2 mmol) of 1-[[(S)-8-chloro-11,12,13,13a-tetrahydro-9-oxo-9H-imidazo[1,5-a]pyrrolo[ 2,1-c][1,4]benzodiazepin-1-yl]carbonyl]imidazole, 1.59 g (11.5 mmol) of powdered potassium carbonate, 1.3 ml (11.5 mmol) of 2-chlorophenol and 20 ml of dry dimethylformamide is stirred at room temperature for 5 days, then poured into 60 ml of water and extracted three times with methylene chloride. The organic extracts are washed twice with saturated sodium chloride solution, dried over magn... Reactants: CC([C@@H](C(=O)NC=1C(=NC=CC1)NC1=CC=CC=C1)NC1=C2N=CNC2=NC=N1)C ((S)-3-methyl-N-(2-phenylaminopyridin-3-yl)-2-(9H-purin-6-ylamino)butyramide). Run in CC(=O)O (AcOH). The product is CC(C(C1=NC=2C(=NC=CC2)N1C1=CC=CC=C1)NC1=C2N=CNC2=NC=N1)C ([2-Methyl-1-(3-phenyl-3H-imidazo [4,5-b]pyridin-2-yl)-propyl]-(9H-purin-6-yl)-amine). Yield: 47.5%. RXN SMILES: [CH3:1][CH:2]([CH3:30])[C@H:3]([NH:20][C:21]1[N:29]=[CH:28][N:27]=[C:26]2[C:22]=1[N:23]=[CH:24][NH:25]2)[C:4]([NH:6][C:7]1[C:8]([NH:13][C:14]2[CH:19]=[CH:18][CH:17]=[CH:16][CH:15]=2)=[N:9][CH:10]=[CH:11][CH:12]=1)=O>CC(O)=O>[CH3:1][CH:2]([CH3:30])[CH:3]([NH:20][C:21]1[N:29]=[CH:28][N:27]=[C:26]2[C:22]=1[N:23]=[CH:24][NH:25]2)[C:4]1[N:13]([C:14]2[CH:19]=[CH:18][CH:17]=[CH:16][CH:15]=2)[C:8]2=[N:9][CH:10]=[CH:11][CH:12]=[C:7]2[N:6]=1. Procedure details: A solution of (S)-3-methyl-N-(2-phenylaminopyridin-3-yl)-2-(9H-purin-6-ylamino)butyramide (821 mg, 2.0 mmol) in AcOH (10 mL) was heated at 100° C. for 2 h. After cooling to RT, the volatiles were removed under reduced pressure and the resulting residue partitioned between DCM and a saturated aqueous solution of NaHCO3. The aqueous phase was extracted with DCM and the combined organic fractions dried (MgSO4) and concentrated in vacuo. The resulting residue was purified by column chromatography (S...